From a dataset of the Open Reaction Database (ORD), a public repository of structured organic reaction records. describe an organic reaction: reactants, conditions, products, and yield Yields the product CCCCCCn1c(=O)c(C=NO)c(OC)c2cc(C)ccc21. Reaction SMILES: [CH2:1]([CH2:2][CH2:3][CH2:4][CH2:5][CH3:6])[n:7]1[c:8](=[O:22])[c:9]([CH:20]=[O:21])[c:10]([O:18][CH3:19])[c:11]2[cH:12][c:13]([CH3:17])[cH:14][cH:15][c:16]12.[CH3:27][C:28](=[O:29])[O-:30].[CH3:31][OH:32].[ClH:23].[NH2:24][OH:25].[Na+:26].[OH2:33]>>[CH2:1]([CH2:2][CH2:3][CH2:4][CH2:5][CH3:6])[n:7]1[c:8](=[O:22])[c:9]([CH:20]=[N:24][OH:25])[c:10]([O:18][CH3:19])[c:11]2[cH:12][c:13]([CH3:17])[cH:14][cH:15][c:16]12. Starting materials: CCCCCCn1c(=O)c(C=O)c(OC)c2cc(C)ccc21, CC(=O)[O-], CO, Cl, NO, [Na+], O. Reactants: Brc1ncccn1, CC(C)O, CCN(C(C)C)C(C)C, NCC1CCN(S(=O)(=O)CCc2ccc(F)cc2)CC1. Product: O=S(=O)(CCc1ccc(F)cc1)N1CCC(CNc2ncccn2)CC1. As a reaction SMILES: [Br:21][c:22]1[n:23][cH:24][cH:25][cH:26][n:27]1.[CH3:37][CH:38]([OH:39])[CH3:40].[CH:28]([N:29]([CH2:30][CH3:31])[CH:32]([CH3:33])[CH3:34])([CH3:35])[CH3:36].[F:1][c:2]1[cH:3][cH:4][c:5]([CH2:8][CH2:9][S:10](=[O:11])(=[O:12])[N:13]2[CH2:14][CH2:15][CH:16]([CH2:19][NH2:20])[CH2:17][CH2:18]2)[cH:6][cH:7]1>>[F:1][c:2]1[cH:3][cH:4][c:5]([CH2:8][CH2:9][S:10](=[O:11])(=[O:12])[N:13]2[CH2:14][CH2:15][CH:16]([CH2:19][NH:20][c:22]3[n:23][cH:24][cH:25][cH:26][n:27]3)[CH2:17][CH2:18]2)[cH:6][cH:7]1. The reactants are C1(=CC=C(C=C1)S(=O)(=O)O)C (p-toluenesulfonic acid), CC(=O)C1C(C=CCC1(C)C)C (2,6,6-trimethyl-3-cyclohexenyl methyl ketone). Solvent: C1(=CC=CC=C1)C (toluene). The product is CC(=O)[C@H]1[C@@H](C=CCC1(C)C)C (trans-2,6,6-trimethyl-3-cyclohexenyl methyl ketone), CC(=O)C1C(C=CCC1(C)C)C (2,6,6-trimethyl-3-cyclohexenyl methyl ketone). RXN SMILES: [CH3:1][C:2]([CH:4]1[C:9]([CH3:11])([CH3:10])[CH2:8][CH:7]=[CH:6][CH:5]1[CH3:12])=[O:3].C1(C)C=CC(S(O)(=O)=O)=CC=1>C1(C)C=CC=CC=1>[CH3:1][C:2]([C@@H:4]1[C:9]([CH3:11])([CH3:10])[CH2:8][CH:7]=[CH:6][C@H:5]1[CH3:12])=[O:3].[CH3:1][C:2]([CH:4]1[C:9]([CH3:11])([CH3:10])[CH2:8][CH:7]=[CH:6][CH:5]1[CH3:12])=[O:3]. Procedure: In a 500-ml four-necked flask equipped with a thermometer, a condenser and a stirrer, placed were 2,6,6-trimethyl-3-cyclohexenyl methyl ketone (10 g) synthesized in Referential Example 1, toluene (100 ml) and p-toluenesulfonic acid (2 g). Under stirring, they were reacted at 125° C. for 6 hours. The reaction mixture sampled at this time was analyzed by gas chromatography, resulting in that the content of trans-2,6,6-trimethyl-3-cyclohexenyl methyl ketone (1a′) was 17%, that of 2,6,6-trimethyl-2-... Reactants: C(=O)(OC(C)(C)C)OC(=O)OC(C)(C)C (di-tert.-butyl dicarbonate), C(=O)([O-])[O-].[K+].[K+] (K2CO3), O=C1C(=CC(=O)CC1(C)C)C (ketoisophorone). The reagents and catalysts are C1COCCOCCOCCOCCOCCO1 (18-crown-6). Solvent: O1CCCC1 (tetrahydrofuran), O1CCCC1 (tetrahydrofuran). Run at temperature 60 celsius, time 5 hour. Yields the product C(C)(C)(C)OC(=O)OC=1C=C(C(C(C1)(C)C)=O)C (4-tert.-butyloxycarbonyloxy-2,6,6-trimethylcyclohexa-2,4-dienone). Yield: 80.9%. Reaction SMILES: [C:1]([O:8][C:9]([O:11][C:12]([CH3:15])([CH3:14])[CH3:13])=[O:10])(OC(C)(C)C)=O.C([O-])([O-])=O.[K+].[K+].[O:22]=[C:23]1[C:29]([CH3:31])([CH3:30])[CH2:28]C(=O)[CH:25]=[C:24]1[CH3:32]>O1CCCC1.C1OCCOCCOCCOCCOCCOC1>[C:12]([O:11][C:9]([O:8][C:1]1[CH:25]=[C:24]([CH3:32])[C:23](=[O:22])[C:29]([CH3:31])([CH3:30])[CH:28]=1)=[O:10])([CH3:13])([CH3:14])[CH3:15] |f:1.2.3|. Reported procedure: A solution of 23.2 g (106.3 mmol) of di-tert.-butyl dicarbonate in 25 ml of tetrahydrofuran was added dropwise to a suspension, stirred at 24° C., of 20.0 g (144.7 mmol) of K2CO3, 20 ml of tetrahydrofuran, 1.1 g (4.2 mmol) of 18-crown-6 and 15.2 g (100 mmol) of ketoisophorone. The suspension was stirred at 60° C. for 5 hours, then the brown reaction mixture was filtered and finally the solvent was evaporated. The brown residue (26.6 g) was dissolved in 200 ml of dichloromethane and the solution ... The reactants are C1(=CC=CC=C1)C1(C=CC(CC1)=O)C1=CC=CC=C1 (4,4-diphenyl-cyclohex-2-en-1-one), C(CCC)OCN(C[Si](C)(C)C)CC1=CC=CC=C1 (N-butoxymethyl-N-trimethylsilylmethyl-benzylamine), C([O-])([O-])=O.[K+].[K+] (potassium carbonate), C(CCC)OCN(C[Si](C)(C)C)CC1=CC=CC=C1 (N-Butoxymethyl-N-trimethylsilylmethyl-benzylamine), C(CCC)OCN(C[Si](C)(C)C)CC1=CC=CC=C1 (N-butoxymethyl-N-trimethylsilylmethyl-benzylamine). Reagents/catalysts: FC(C(=O)O)(F)F (Trifluoroacetic acid), FC(C(=O)O)(F)F (trifluoroacetic acid), FC(C(=O)O)(F)F (trifluoroacetic acid). Run in ClCCl (dichloromethane). Conditions: temperature 0 celsius, time 45 minute. Product: C(C1=CC=CC=C1)N1CC2C(CCC(C2C1)=O)(C1=CC=CC=C1)C1=CC=CC=C1 ((3aRS,7aRS)-2-benzyl-7,7-diphenyl-4-perhydroisoindolone). Reaction SMILES: [C:1]1([C:7]2([C:14]3[CH:19]=[CH:18][CH:17]=[CH:16][CH:15]=3)[CH2:12][CH2:11][C:10](=[O:13])[CH:9]=[CH:8]2)[CH:6]=[CH:5][CH:4]=[CH:3][CH:2]=1.C(O[CH2:25][N:26]([CH2:32][C:33]1[CH:38]=[CH:37][CH:36]=[CH:35][CH:34]=1)[CH2:27][Si](C)(C)C)CCC.C(=O)([O-])[O-].[K+].[K+]>FC(F)(F)C(O)=O.ClCCl>[CH2:32]([N:26]1[CH2:27][CH:11]2[CH:12]([C:7]([C:14]3[CH:19]=[CH:18][CH:17]=[CH:16][CH:15]=3)([C:1]3[CH:2]=[CH:3][CH:4]=[CH:5][CH:6]=3)[CH2:8][CH2:9][C:10]2=[O:13])[CH2:25]1)[C:33]1[CH:38]=[CH:37][CH:36]=[CH:35][CH:34]=1 |f:2.3.4|. Procedure: Trifluoroacetic acid (5 drops) is added to a solution of 4,4-diphenyl-cyclohex-2-en-1-one (155 g) and N-butoxymethyl-N-trimethylsilylmethyl-benzylamine (202 cc) in dry dichloromethane (1,000 cc) and the reaction mixture is refluxed for 45 minutes. N-Butoxymethyl-N-trimethylsilylmethyl-benzylamine (50 cc) and trifluoroacetic acid (3 drops) are added and the mixture is stirred for a further 45 minutes under reflux before adding further N-butoxymethyl-N-trimethylsilylmethyl-benzylamine (25 cc) and ... Reactants: CC(C)(C)OC(=O)c1ccc(Cn2nnc(-c3cncc(C#CCc4ccc(F)cc4)c3)n2)cc1, ClCCl, O=C(O)C(F)(F)F. Product: O=C(O)c1ccc(Cn2nnc(-c3cncc(C#CCc4ccc(F)cc4)c3)n2)cc1. Reaction SMILES: [C:1]([CH3:2])([CH3:3])([CH3:4])[O:5][C:6]([c:7]1[cH:8][cH:9][c:10]([CH2:13][n:14]2[n:15][c:16](-[c:19]3[cH:20][n:21][cH:22][c:23]([C:25]#[C:26][CH2:27][c:28]4[cH:29][cH:30][c:31]([F:34])[cH:32][cH:33]4)[cH:24]3)[n:17][n:18]2)[cH:11][cH:12]1)=[O:35].[Cl:43][CH2:44][Cl:45].[OH:36][C:37]([C:38]([F:39])([F:40])[F:41])=[O:42]>>[O:5]=[C:6]([c:7]1[cH:8][cH:9][c:10]([CH2:13][n:14]2[n:15][c:16](-[c:19]3[cH:20][n:21][cH:22][c:23]([C:25]#[C:26][CH2:27][c:28]4[cH:29][cH:30][c:31]([F:34])[cH:32][cH:33]4)[cH:24]3)[n:17][n:18]2)[cH:11][cH:12]1)[OH:35]. Reactants: polyphosphoric acid, C1(=CC=CC=C1)O (phenol), C1(=CC=CC=C1)CN1C2=C(NC3=C(C1=O)C=CC=C3)N=CC=C2 (5,11-dihydro-5-(phenylmethyl)-6H-pyrido[2,3-b][1,4]benzodiazepin-6-one), BrCCCCCCCN1CCCCC1 (1-bromo-7-(1-piperidinyl)-heptane), [H-].[Na+] (sodium hydride), crystals. The solvent is CN(C=O)C (dimethylformamide). Product: N1(CCCCC1)CCCCCCCN1C2=C(NC(C3=C1C=CC=C3)=O)C=CC=N2 (5,11-Dihydro-11-[7-(1-piperidinyl)heptyl]-6H-pyrido[2,3-b][1,4]benzodiazepin-6-one). The yield is 17.0%. Reaction SMILES: C1(C[N:8]2[C:14](=[O:15])[C:13]3[CH:16]=[CH:17][CH:18]=[CH:19][C:12]=3[NH:11][C:10]3[N:20]=[CH:21][CH:22]=[CH:23][C:9]2=3)C=CC=CC=1.Br[CH2:25][CH2:26][CH2:27][CH2:28][CH2:29][CH2:30][CH2:31][N:32]1[CH2:37][CH2:36][CH2:35][CH2:34][CH2:33]1.[H-].[Na+].C1(O)C=CC=CC=1>CN(C)C=O>[N:32]1([CH2:31][CH2:30][CH2:29][CH2:28][CH2:27][CH2:26][CH2:25][N:11]2[C:12]3[CH:19]=[CH:18][CH:17]=[CH:16][C:13]=3[C:14](=[O:15])[NH:8][C:9]3[CH:23]=[CH:22][CH:21]=[N:20][C:10]2=3)[CH2:37][CH2:36][CH2:35][CH2:34][CH2:33]1 |f:2.3|. Reported procedure: Prepared analogously to Example 18 by reacting 5,11-dihydro-5-(phenylmethyl)-6H-pyrido[2,3-b][1,4]benzodiazepin-6-one with 1-bromo-7-(1-piperidinyl)-heptane in the presence of sodium hydride and dimethylformamide and subsequent acidolytic cleaving of the phenylmethyl group by heating with 80% polyphosphoric acid in the presence of phenol. Yield: 17% of theory. Colourless crystals m.p. 118°-120° C. (after recrystallisation from diisopropyl ether and cyclohexane).